From a dataset of the Open Reaction Database (ORD), a public repository of structured organic reaction records. describe an organic reaction: reactants, conditions, products, and yield The reactants are NC1=N[C@](C(C(N1C)=O)(C)C)(C)C1=C(C=CC(=C1)[N+](=O)[O-])F ((S)-2-amino-6-(2-fluoro-5-nitro-phenyl)-3,5,5,6-tetramethyl-5,6-dihydro-3H-pyrimidin-4-one). The reagents and catalysts are [Pd] (Pd/C). Solvent: C(C)O (ethanol), C(C)N(CC)CC (triethylamine). Run at time 3 hour. Product: NC1=N[C@](C(C(N1C)=O)(C)C)(C)C1=C(C=CC(=C1)N)F ((S)-2-amino-6-(5-amino-2-fluoro-phenyl)-3,5,5,6-tetramethyl-5,6-dihydro-3H-pyrimidin-4-one). Isolated yield 98.7%. As a reaction SMILES: [NH2:1][C:2]1[N:7]([CH3:8])[C:6](=[O:9])[C:5]([CH3:11])([CH3:10])[C@:4]([C:13]2[CH:18]=[C:17]([N+:19]([O-])=O)[CH:16]=[CH:15][C:14]=2[F:22])([CH3:12])[N:3]=1>C(O)C.C(N(CC)CC)C.[Pd]>[NH2:1][C:2]1[N:7]([CH3:8])[C:6](=[O:9])[C:5]([CH3:10])([CH3:11])[C@:4]([C:13]2[CH:18]=[C:17]([NH2:19])[CH:16]=[CH:15][C:14]=2[F:22])([CH3:12])[N:3]=1. Procedure: To a solution of (S)-2-amino-6-(2-fluoro-5-nitro-phenyl)-3,5,5,6-tetramethyl-5,6-dihydro-3H-pyrimidin-4-one (0.55 g) in ethanol (25 ml) and triethylamine (0.25 ml) was added Pd/C (10%, 80 mg) and the mixture was hydrogenated at atmospheric pressure for 3 h. The mixture was filtered, the filtrate evaporated and the residue purified by chromatography on silica using ethyl acetate/MeOH (1:1) to give (S)-2-amino-6-(5-amino-2-fluoro-phenyl)-3,5,5,6-tetramethyl-5,6-dihydro-3H-pyrimidin-4-one (0.49 g) ... The reactants are C(C)C=1OC=CC(C1O)=O (2-ethyl-3-hydroxy-4-pyrone), [OH-].[Na+] (sodium hydroxide), C(C1=CC=CC=C1)Cl (benzyl chloride). Solvent: CO (methanol). The product is C(C1=CC=CC=C1)OC1=C(OC=CC1=O)CC (3-Benzyloxy-2-ethyl -4-pyrone). Yield: 59.9%. As a reaction SMILES: [CH2:1]([C:3]1[O:4][CH:5]=[CH:6][C:7](=[O:10])[C:8]=1[OH:9])[CH3:2].[OH-].[Na+].[CH2:13](Cl)[C:14]1[CH:19]=[CH:18][CH:17]=[CH:16][CH:15]=1>CO>[CH2:13]([O:9][C:8]1[C:7](=[O:10])[CH:6]=[CH:5][O:4][C:3]=1[CH2:1][CH3:2])[C:14]1[CH:19]=[CH:18][CH:17]=[CH:16][CH:15]=1 |f:1.2|. Reported procedure: To a suspension of 2-ethyl-3-hydroxy-4-pyrone (70 g, 0.5 mol) in methanol (650 ml) and sodium hydroxide solution (24 g, 0.6 mol of sodium hydroxide dissolved in 80 ml distilled water) was added benzyl chloride (90 ml, 0.75 mol) with stirring at room temperature. The reaction mixture was refluxed for 24 hours and then cooled. The solvent was removed by rotary evaporation and the residue was extracted into dichloromethane (500 ml). The organic layer was washed with 5% w/v sodium hydroxide solution... The reactants are [N+](=O)([O-])C1=C(C=CC(=C1)[N+](=O)[O-])N1N=CC(=C1C)[N+](=O)[O-] (2-(2,4-Dinitrophenyl)-3-methyl-4-nitropyrazole), C[O-].[Na+] (Sodium methoxide). Run in CO (methanol), CO (methanol). Run at time 3 hour. Yields the product CC1=NNC=C1[N+](=O)[O-] (3-methyl-4-nitropyrazole). The yield is 85.8%. As a reaction SMILES: [N+](C1C=C([N+]([O-])=O)C=CC=1[N:13]1[C:17]([CH3:18])=[C:16]([N+:19]([O-:21])=[O:20])[CH:15]=[N:14]1)([O-])=O.C[O-].[Na+]>CO>[CH3:18][C:17]1[C:16]([N+:19]([O-:21])=[O:20])=[CH:15][NH:14][N:13]=1 |f:1.2|. Procedure: 2-(2,4-Dinitrophenyl)-3-methyl-4-nitropyrazole (16.0 g, 0.055 mole) was dissolved in methanol (250 ml). Sodium methoxide (11.0 g, 0.22 mole) was added dropwise as a suspension in methanol. The colour of the reaction mixture changed from yellow to a dark red. The reaction mixture was then stirred at room temperature for 3 h. The methanol was removed in vacuo to give a dark red oil, which was neutralized by pouring onto ice/HCl. The resulting brown precipitate of dinitroanisole was filtered off an... The reactants are CC(N=C=NC(C)C)C (DIC), O(C1=CC=CC=C1)CC1=NC2=C(N1CC1=CC=C(C=C1)OC(F)(F)F)C=CC(=C2)C(=O)O (2-phenoxymethyl-1-(4-trifluoromethoxy-benzyl)-1H-benzoimidazole-5-carboxylic acid), COC1=CC=C(CN)C=C1 (4-methoxy-benzylamine). The solvent is C1CCOC1 (THF). Conditions: time 16 hour. The product is COC1=CC=C(CNC(=O)C2=CC3=C(N(C(=N3)COC3=CC=CC=C3)CC3=CC=C(C=C3)OC(F)(F)F)C=C2)C=C1 (2-Phenoxymethyl-1-(4-trifluoromethoxy-benzyl)-1H-benzoimidazole-5-carboxylic acid 4-methoxy-benzylamide). RXN SMILES: [O:1]([CH2:8][C:9]1[N:13]([CH2:14][C:15]2[CH:20]=[CH:19][C:18]([O:21][C:22]([F:25])([F:24])[F:23])=[CH:17][CH:16]=2)[C:12]2[CH:26]=[CH:27][C:28]([C:30]([OH:32])=O)=[CH:29][C:11]=2[N:10]=1)[C:2]1[CH:7]=[CH:6][CH:5]=[CH:4][CH:3]=1.CC(C)N=C=NC(C)C.[CH3:42][O:43][C:44]1[CH:51]=[CH:50][C:47]([CH2:48][NH2:49])=[CH:46][CH:45]=1>C1COCC1>[CH3:42][O:43][C:44]1[CH:51]=[CH:50][C:47]([CH2:48][NH:49][C:30]([C:28]2[CH:27]=[CH:26][C:12]3[N:13]([CH2:14][C:15]4[CH:20]=[CH:19][C:18]([O:21][C:22]([F:23])([F:25])[F:24])=[CH:17][CH:16]=4)[C:9]([CH2:8][O:1][C:2]4[CH:7]=[CH:6][CH:5]=[CH:4][CH:3]=4)=[N:10][C:11]=3[CH:29]=2)=[O:32])=[CH:46][CH:45]=1. Procedure: 0.16 mmol of 2-phenoxymethyl-1-(4-trifluoromethoxy-benzyl)-1H-benzoimidazole-5-carboxylic acid were dissolved in 1 ml THF with 1 eq. DIC. After 15 min 1.5 eq of 4-methoxy-benzylamine were added and the reaction stirred at room temperature for 16 h. The crude material was purified via reversed phase preparative HPLC. MS(ISP): 562.3 (M+H)+. Reactants: C(C)(C)(C)OC(=O)CC(C(COC(C1=C(C=CC=C1Cl)Cl)=O)O)NC(C(C)N1C(C2=CC=CC=C2C=C1)=O)=O (2,6-dichloro-benzoic acid 4-tert-butoxycarbonyl-2-hydroxy-3-[2-(1-oxo-1H-isoquinolin-2-yl)-propionylamino]-butyl ester), CC(=O)OI1(C2=CC=CC=C2C(=O)O1)(OC(=O)C)OC(=O)C (1,1,1-triacetoxy-1,1-dihydro-1,2-benziodoxol-3(1H)-one), C(O)([O-])=O.[Na+] (sodium hydrogen carbonate), S(=S)(=O)([O-])[O-].[Na+].[Na+] (sodium thiosulphate). Solvent: C(Cl)Cl (DCM), C(Cl)Cl (DCM). Run at time 5 hour. Product: C(C)(C)(C)OC(=O)CC(C(COC(C1=C(C=CC=C1Cl)Cl)=O)=O)NC(C(C)N1C(C2=CC=CC=C2C=C1)=O)=O (2,6-Dichloro-benzoic acid 4-tert-butoxycarbonyl-2-oxo-3-[2-(1-oxo-1H-isoquinolin-2-yl)-propionylamino]-butyl ester). The yield is 63.0%. As a reaction SMILES: [C:1]([O:5][C:6]([CH2:8][CH:9]([NH:24][C:25](=[O:39])[CH:26]([N:28]1[CH:37]=[CH:36][C:35]2[C:30](=[CH:31][CH:32]=[CH:33][CH:34]=2)[C:29]1=[O:38])[CH3:27])[CH:10]([OH:23])[CH2:11][O:12][C:13](=[O:22])[C:14]1[C:19]([Cl:20])=[CH:18][CH:17]=[CH:16][C:15]=1[Cl:21])=[O:7])([CH3:4])([CH3:3])[CH3:2].CC(OI1(OC(C)=O)(OC(C)=O)OC(=O)C2C1=CC=CC=2)=O.C(=O)([O-])O.[Na+].S([O-])([O-])(=O)=S.[Na+].[Na+]>C(Cl)Cl>[C:1]([O:5][C:6]([CH2:8][CH:9]([NH:24][C:25](=[O:39])[CH:26]([N:28]1[CH:37]=[CH:36][C:35]2[C:30](=[CH:31][CH:32]=[CH:33][CH:34]=2)[C:29]1=[O:38])[CH3:27])[C:10](=[O:23])[CH2:11][O:12][C:13](=[O:22])[C:14]1[C:19]([Cl:20])=[CH:18][CH:17]=[CH:16][C:15]=1[Cl:21])=[O:7])([CH3:2])([CH3:3])[CH3:4] |f:2.3,4.5.6|. Procedure: A stirred solution of 2,6-dichloro-benzoic acid 4-tert-butoxycarbonyl-2-hydroxy-3-[2-(1-oxo-1H-isoquinolin-2-yl)-propionylamino]-butyl ester (183 mg, 0.32 mmol) in anhydrous DCM (3 ml) was treated with 1,1,1-triacetoxy-1,1-dihydro-1,2-benziodoxol-3(1H)-one (147 mg, 0.34 mmol) at 0° C. The resulting mixture was kept at 0° C. for 5 h, diluted with DCM, then poured into a 1:1 mixture of saturated aqueous sodium hydrogen carbonate and saturated aqueous sodium thiosulphate. The organic layer was remo...